Task: describe an organic reaction: reactants, conditions, products, and yield. Dataset: the Open Reaction Database (ORD), a public repository of structured organic reaction records Starting materials: CC(C)(C)OC(=O)N1CCNC(=O)C1, COC1=C(C=CC(=C1)Cl)[N+](=O)[O-]. The reagents and catalysts are C(=O)([O-])[O-].[Cs+].[Cs+], CC1(C2=C(C(=CC=C2)P(C3=CC=CC=C3)C4=CC=CC=C4)OC5=C1C=CC=C5P(C6=CC=CC=C6)C7=CC=CC=C7)C, CC(=O)O.CC(=O)O.[Pd]. The solvent is C1COCCO1. Run at temperature 90 celsius. The product is CC(C)(C)OC(=O)N1CCN(C(=O)C1)C2=CC(=C(C=C2)[N+](=O)[O-])OC. Isolated yield 68.4%. Reported procedure: A mixture of tert-butyl 3-oxopiperazine-1-carboxylate (100 mg, 0.50 mmol), 4-chloro-2-methoxy-1-nitrobenzene (94 mg, 0.50 mmol), cesium carbonate (244 mg, 0.75 mmol), (9,9-dimethyl-9H-xanthene-4,5-diyl)bis(diphenylphosphine) (17.34 mg, 0.03 mmol) and diacetoxypalladium (4.48 mg, 0.02 mmol) was dried for 15 min under HV. Degassed dioxane (1,0-1,2 ml) was added and the resulting mixture was stirred at 90°c for 16 hours under inert atmosphere. TLC showed consumption of both SM and new spot (UV acti...